Dataset: the Open Reaction Database (ORD), a public repository of structured organic reaction records. Task: describe an organic reaction: reactants, conditions, products, and yield As a reaction SMILES: [CH2:44]1[O:45][CH2:46][CH2:47][CH2:48]1.[CH3:37][CH2:38][OH:39].[Cl:1][c:2]1[n:3][cH:4][c:5](-[c:29]2[cH:30][cH:31][c:32]([O:35][CH3:36])[cH:33][cH:34]2)[c:6]([N:8]([CH2:9][CH2:10][CH2:11][O:12][c:13]2[cH:14][c:15]3[c:19]([cH:20][cH:21]2)[CH:18]([CH2:22][C:23](=[O:24])[O:25][CH2:26][CH3:27])[CH2:17][CH2:16]3)[CH3:28])[n:7]1.[Li+:42].[OH-:41].[OH2:40].[OH2:43]>>[Cl:1][c:2]1[n:3][cH:4][c:5](-[c:29]2[cH:30][cH:31][c:32]([O:35][CH3:36])[cH:33][cH:34]2)[c:6]([N:8]([CH2:9][CH2:10][CH2:11][O:12][c:13]2[cH:14][c:15]3[c:19]([cH:20][cH:21]2)[CH:18]([CH2:22][C:23](=[O:24])[OH:25])[CH2:17][CH2:16]3)[CH3:28])[n:7]1. The product is COc1ccc(-c2cnc(Cl)nc2N(C)CCCOc2ccc3c(c2)CCC3CC(=O)O)cc1. The reactants are C1CCOC1, CCO, CCOC(=O)CC1CCc2cc(OCCCN(C)c3nc(Cl)ncc3-c3ccc(OC)cc3)ccc21, [Li+], [OH-], O, O.